This data is from the Open Reaction Database (ORD), a public repository of structured organic reaction records. The task is: describe an organic reaction: reactants, conditions, products, and yield Starting materials: CS(=O)(=O)Cl (methanesulfonyl chloride), FC(S(=O)(=O)OC1=CC=C2C(C(=COC2=C1)C1=CC=C(C=C1)N)=O)(F)F (3-(4-aminophenyl)-4-oxo-4H-chromen-7-yl trifluoromethanesulfonate), O (water). Solvent: N1=CC=CC=C1 (pyridine). Conditions: time 2 hour. Product: FC(S(=O)(=O)OC1=CC=C2C(C(=COC2=C1)C1=CC=C(C=C1)NS(=O)(=O)C)=O)(F)F (3-(4-(methylsulfonamido)phenyl)-4-oxo-4H-chromen-7-yl trifluoromethanesulfonate). Isolated yield 75.5%. RXN SMILES: [F:1][C:2]([F:26])([F:25])[S:3]([O:6][C:7]1[CH:16]=[C:15]2[C:10]([C:11](=[O:24])[C:12]([C:17]3[CH:22]=[CH:21][C:20]([NH2:23])=[CH:19][CH:18]=3)=[CH:13][O:14]2)=[CH:9][CH:8]=1)(=[O:5])=[O:4].[CH3:27][S:28](Cl)(=[O:30])=[O:29].O>N1C=CC=CC=1>[F:26][C:2]([F:1])([F:25])[S:3]([O:6][C:7]1[CH:16]=[C:15]2[C:10]([C:11](=[O:24])[C:12]([C:17]3[CH:22]=[CH:21][C:20]([NH:23][S:28]([CH3:27])(=[O:30])=[O:29])=[CH:19][CH:18]=3)=[CH:13][O:14]2)=[CH:9][CH:8]=1)(=[O:5])=[O:4]. Procedure details: To a suspension of 3-(4-aminophenyl)-4-oxo-4H-chromen-7-yl trifluoromethanesulfonate (2.2 g, 7.12 mmol) in pyridine (10 mL) at 0° C. was added methanesulfonyl chloride (1.1 mL, 14.24 mmol) over 5 minutes, and then warmed up to room temperature under stirring conditions. After 2 hours the reaction was complete, and water was added in portions under vigorous stirring. The organic phase was then separated and concentrated and the resulting solids were filtered and dried under high vacuum. The solid...